Dataset: the Open Reaction Database (ORD), a public repository of structured organic reaction records. Task: describe an organic reaction: reactants, conditions, products, and yield The yield is 74.7%. Reported procedure: A mixture of 3-(3-bromo-5-iodo-2-thienyl)-1-{[2-(trimethylsilyl)ethoxy]methyl}-1H-1,2,4-triazole (653.0 mg, 1.34 mmol), pyridine-4-boronic acid (248 mg, 2.02 mmol), [1,1′-bis(diphenylphosphino)ferrocene]palladium(II)dichloride (55.2 mg, 0.067 mmol) and cesium carbonate (1.80 g, 5.37 mmol) in 1,4-dioxane (8.40 mL, 107 mmol) and water (1.2 mL, 67.1 mmol) was heated at 110° C. under an atmosphere of argon overnight. Water (3 mL) and EtOAc (3 mL) were added, the organic layer was separated, washed w... The reagents and catalysts are C1=CC=C(C=C1)P([C-]2C=CC=C2)C3=CC=CC=C3.C1=CC=C(C=C1)P([C-]2C=CC=C2)C3=CC=CC=C3.Cl[Pd]Cl.[Fe+2] ([1,1′-bis(diphenylphosphino)ferrocene]palladium(II)dichloride). Reactants: BrC1=C(SC(=C1)I)C1=NN(C=N1)COCC[Si](C)(C)C (3-(3-bromo-5-iodo-2-thienyl)-1-{[2-(trimethylsilyl)ethoxy]methyl}-1H-1,2,4-triazole), N1=CC=C(C=C1)B(O)O (pyridine-4-boronic acid), C([O-])([O-])=O.[Cs+].[Cs+] (cesium carbonate), O1CCOCC1 (1,4-dioxane). Yields the product BrC=1C=C(SC1C1=NN(C=N1)COCC[Si](C)(C)C)C1=CC=NC=C1 (4-[4-Bromo-5-(1-{[2-(trimethylsilyl)ethoxy]methyl}-1H-1,2,4-triazol-3-yl)-2-thienyl]pyridine). RXN SMILES: [Br:1][C:2]1[CH:6]=[C:5](I)[S:4][C:3]=1[C:8]1[N:12]=[CH:11][N:10]([CH2:13][O:14][CH2:15][CH2:16][Si:17]([CH3:20])([CH3:19])[CH3:18])[N:9]=1.[N:21]1[CH:26]=[CH:25][C:24](B(O)O)=[CH:23][CH:22]=1.C(=O)([O-])[O-].[Cs+].[Cs+].O1CCOCC1>C1C=CC(P(C2C=CC=CC=2)[C-]2C=CC=C2)=CC=1.C1C=CC(P(C2C=CC=CC=2)[C-]2C=CC=C2)=CC=1.Cl[Pd]Cl.[Fe+2].CCOC(C)=O.O>[Br:1][C:2]1[CH:6]=[C:5]([C:24]2[CH:25]=[CH:26][N:21]=[CH:22][CH:23]=2)[S:4][C:3]=1[C:8]1[N:12]=[CH:11][N:10]([CH2:13][O:14][CH2:15][CH2:16][Si:17]([CH3:20])([CH3:19])[CH3:18])[N:9]=1 |f:2.3.4,6.7.8.9|. Solvent: CCOC(=O)C (EtOAc), O (Water), O (water). Run at temperature 110 celsius.